From a dataset of the Open Reaction Database (ORD), a public repository of structured organic reaction records. describe an organic reaction: reactants, conditions, products, and yield Starting materials: FC1=C2C=C(N=CC2=C(C=C1)C)N (5-fluoro-8-methylisoquinolin-3-amine), C(C)OCC(C(C(CC1=CC(=CC(=C1)C(F)(F)F)F)=N)=N)COCC (5-ethoxy-4-(ethoxymethyl)-1-[3-fluoro-5-(trifluoromethyl)phenyl]pentane-2,3-diimine). The product is FC1=CC(=C2C=C(N=CC2=C1)N)C(F)(F)F (7-fluoro-5-(trifluoromethyl)isoquinolin-3-amine). Isolated yield 69.4%. As a reaction SMILES: FC1C=CC(C)=C2C=1[CH:4]=[C:5]([NH2:13])[N:6]=C2.C(OCC(COCC)C(=N)C(=N)[CH2:21][C:22]1[CH:27]=[C:26]([C:28]([F:31])([F:30])[F:29])[CH:25]=[C:24]([F:32])[CH:23]=1)C>>[F:32][C:24]1[CH:23]=[C:22]2[C:27]([CH:4]=[C:5]([NH2:13])[N:6]=[CH:21]2)=[C:26]([C:28]([F:29])([F:30])[F:31])[CH:25]=1. Procedure: Scheme O was used for the preparation of 5-fluoro-8-methylisoquinolin-3-amine from 12.0 g of 5-ethoxy-4-(ethoxymethyl)-1-[3-fluoro-5-(trifluoromethyl)phenyl]pentane-2,3-diimine start material to give 5.9 g, yield 69.4%. 1H NMR (400 MHz, DMSO-d6) ppm 6.39 (s, 2H), 6.77 (d, J=1.01 Hz, 1H), 7.91 (dd, J 9.06, 2.52 Hz, 1H), 7.97 (dd, J=8.81, 2.27 Hz, 1H), 8.94 (s, 1H). The reactants are [BH3-]C#N, C[NH3+], CO, [Cl-], Cc1ccc(S(=O)(=O)n2cc(C=O)cc2-c2ccc(F)cc2)cc1, [Na+]. Product: CNCc1cc(-c2ccc(F)cc2)n(S(=O)(=O)c2ccc(C)cc2)c1. Reaction SMILES: [C:28](#[N:29])[BH3-:30].[CH3:26][NH3+:27].[CH3:32][OH:33].[Cl-:25].[F:1][c:2]1[cH:3][cH:4][c:5](-[c:8]2[cH:9][c:10]([CH:23]=[O:24])[cH:11][n:12]2[S:13](=[O:14])(=[O:15])[c:16]2[cH:17][cH:18][c:19]([CH3:22])[cH:20][cH:21]2)[cH:6][cH:7]1.[Na+:31]>>[F:1][c:2]1[cH:3][cH:4][c:5](-[c:8]2[cH:9][c:10]([CH2:23][NH:29][CH3:28])[cH:11][n:12]2[S:13](=[O:14])(=[O:15])[c:16]2[cH:17][cH:18][c:19]([CH3:22])[cH:20][cH:21]2)[cH:6][cH:7]1. Starting materials: COC1=C(C=CC=C1)B(O)O (2-Methoxyphenylboronic acid), N1N=CC=C1 (pyrazole), B(Br)(Br)Br (boron tribromide). The reagents and catalysts are C(C)(=O)[O-].[Cu+2].C(C)(=O)[O-] (copper(II) acetate). Solvent: ClCCl (dichloromethane). Product: N1(N=CC=C1)C1=C(C=CC=C1)O (2-(pyrazol-1-yl)phenol). As a reaction SMILES: C[O:2][C:3]1[CH:8]=[CH:7][CH:6]=[CH:5][C:4]=1B(O)O.[NH:12]1[CH:16]=[CH:15][CH:14]=[N:13]1.B(Br)(Br)Br>ClCCl.C([O-])(=O)C.[Cu+2].C([O-])(=O)C>[N:12]1([C:4]2[CH:5]=[CH:6][CH:7]=[CH:8][C:3]=2[OH:2])[CH:16]=[CH:15][CH:14]=[N:13]1 |f:4.5.6|. Procedure details: 2-Methoxyphenylboronic acid (2 eq.) and pyrazole (1 eq.) are coupled with copper(II) acetate catalysis as described in Tetrahedron Lett. 39:2941-44, 1998 and the product is demethylated by treatment with boron tribromide in dichloromethane (see, for example, Synth. Commun. 27(20):3581-90, 1997) to yield 2-(pyrazol-1-yl)phenol. This phenolic product is reacted with (2S)-glycidyl 3-nitrobenzenesulfonate substantially as described for Epoxide 1 to give the title epoxide. The reactants are C1=CC=CC2=CC3=CC=CC=C3C(=C12)CC#N (anthracen-9-yl-acetonitrile), [NH4+].[OH-] (NH4OH), N (ammonia). Reagents/catalysts: [Ni] (Raney nickel). Run in C(C)O (ethanol). Conditions: time 48 hour. The product is C1=CC=CC2=CC3=CC=CC=C3C(=C12)CCN (2-anthracen-9-yl-ethylamine). Yield: 85.0%. RXN SMILES: [CH:1]1[C:14]2[C:5](=[CH:6][C:7]3[C:12]([C:13]=2[CH2:15][C:16]#[N:17])=[CH:11][CH:10]=[CH:9][CH:8]=3)[CH:4]=[CH:3][CH:2]=1.[NH4+].[OH-].N>C(O)C.[Ni]>[CH:11]1[C:12]2[C:7](=[CH:6][C:5]3[C:14]([C:13]=2[CH2:15][CH2:16][NH2:17])=[CH:1][CH:2]=[CH:3][CH:4]=3)[CH:8]=[CH:9][CH:10]=1 |f:1.2|. Procedure details: To a solution of anthracen-9-yl-acetonitrile (3.0 g, 13.82 mmol) in ethanol (150 mL) was added concentrated NH4OH (15 mL) and Raney nickel (15 g), and ammonia gas was bubbled through the mixture at 0° C. for 10 minutes. The suspension was hydrogenated for 48 hours at room temperature. Air was bubbled through the solution and Raney nickel was removed by filtration. The filtrate was concentrated and the oily residue was dissolved in CH2Cl2, washed with an aqueous solution of sodium carbonate (Na2C... Reactants: C(C)(C)(C)C=1N=C(C=2C(N1)=NN(N2)CC)N2CC(CC2)(F)F (5-tert-Butyl-7-(3,3-difluoro-pyrrolidin-1-yl)-2-ethyl-2H-[1,2,3]triazolo[4,5-d]pyrimidine), C(C)(C)(C)C=1N=C(C2=C(N1)NN=N2)N2CC1(COC1)C2 (5-tert-Butyl-7-(2-oxa-6-aza-spiro[3.3]hept-6-yl)-3H-[1,2,3]triazolo[4,5-d]pyrimidine), BrCC1=C(C=CC=C1)S(=O)(=O)C (1-(bromomethyl)-2-(methylsulfonyl)benzene). Product: C(C)(C)(C)C=1N=C(C=2C(N1)=NN(N2)CC2=C(C=CC=C2)S(=O)(=O)C)N2CC1(COC1)C2 (5-tert-Butyl-2-(2-methanesulfonyl-benzyl)-7-(2-oxa-6-aza-spiro[3.3]hept-6-yl)-2H-[1,2,3]triazolo[4,5-d]pyrimidine). As a reaction SMILES: C(C1N=C(N2CCC(F)(F)C2)C2C(=NN(CC)N=2)N=1)(C)(C)C.[C:23]([C:27]1[N:28]=[C:29]([N:36]2[CH2:42][C:38]3([CH2:41][O:40][CH2:39]3)[CH2:37]2)[C:30]2[N:35]=[N:34][NH:33][C:31]=2[N:32]=1)([CH3:26])([CH3:25])[CH3:24].Br[CH2:44][C:45]1[CH:50]=[CH:49][CH:48]=[CH:47][C:46]=1[S:51]([CH3:54])(=[O:53])=[O:52]>>[C:23]([C:27]1[N:28]=[C:29]([N:36]2[CH2:37][C:38]3([CH2:39][O:40][CH2:41]3)[CH2:42]2)[C:30]2[C:31](=[N:33][N:34]([CH2:44][C:45]3[CH:50]=[CH:49][CH:48]=[CH:47][C:46]=3[S:51]([CH3:54])(=[O:53])=[O:52])[N:35]=2)[N:32]=1)([CH3:26])([CH3:24])[CH3:25]. Procedure: In analogy to the procedure described for the synthesis of 5-tert-butyl-7-(3,3-difluoro-pyrrolidin-1-yl)-2-ethyl-2H-[1,2,3]triazolo[4,5-d]pyrimidine (example 3, step b), the title compound was prepared from 5-tert-Butyl-7-(2-oxa-6-aza-spiro[3.3]hept-6-yl)-3H-[1,2,3]triazolo[4,5-d]pyrimidine and 1-(bromomethyl)-2-(methylsulfonyl)benzene and isolated as white solid. MS (m/e): 443.3 (MH+). Reactants: C1(=CC=CC=C1)C1=CN=CO1 (5-phenyloxazole), O1CCCC1.C(C)OCC (tetrahydrofuran diethyl ether), CN(C=O)C1=NC=CC=C1 (N-methyl-N-(pyridin-2-yl) formamide), C(CCC)[Li] (n-butyl lithium). The solvent is O1CCCC1 (tetrahydrofuran). Run at temperature -78 celsius, time 30 minute. Product: C1(=CC=CC=C1)C1=CN=C(O1)C=O (5-Phenyloxazole-2-carbaldehyde). RXN SMILES: [C:1]1([C:7]2[O:11][CH:10]=[N:9][CH:8]=2)[CH:6]=[CH:5][CH:4]=[CH:3][CH:2]=1.[O:12]1CCC[CH2:13]1.C(OCC)C.C([Li])CCC.CN(C1C=CC=CN=1)C=O>O1CCCC1>[C:1]1([C:7]2[O:11][C:10]([CH:13]=[O:12])=[N:9][CH:8]=2)[CH:2]=[CH:3][CH:4]=[CH:5][CH:6]=1 |f:1.2|. Procedure: A solution of 5-phenyloxazole (0.192 g) in 2:1 tetrahydrofuran/diethyl ether (7 mL) was cooled to −78° C., and treated with n-butyl lithium (0.582 mL) dropwise under Argon. The mixture was stirred for 30 minutes at −78° C., at this time a solution of N-methyl-N-(pyridin-2-yl) formamide (0.270 g) in tetrahydrofuran (2.6 mL) was added dropwise to the solution. After stirring at −78° C. for 30 minutes, the mixture was allowed to warm up to room temperature and stirring continued overnight. The mixt... Starting materials: C(C)OC(=O)C=1C=NN2C1N=CC(=C2NC2=C(C=CC(=C2)C)F)C(=O)O (3-Ethoxycarbonyl-7-(2-fluoro-5-methylphenylamino)pyrazolo[1,5-a]pyrimidine-6-carboxylic acid), Cl.FC1=CC2=C(C=C1)C1(CCNCC1)CO2 (6-fluoro-2H-spiro[benzofuran-3,4′-piperidine]hydrochloride). The product is C(C)OC(=O)C=1C=NN2C1N=CC(=C2NC2=C(C=CC(=C2)C)F)C(=O)N2CCC1(CC2)COC2=C1C=CC(=C2)F (3-Ethoxycarbonyl-7-(2-fluoro-5-methylphenylamino)-6-(6-fluoro-2H-spiro[benzofuran-3,4′-piperidine]-1′-ylcarbonyl)pyrazolo[1,5-a]pyrimidine). Isolated yield 74.5%. RXN SMILES: [CH2:1]([O:3][C:4]([C:6]1[CH:7]=[N:8][N:9]2[C:14]([NH:15][C:16]3[CH:21]=[C:20]([CH3:22])[CH:19]=[CH:18][C:17]=3[F:23])=[C:13]([C:24](O)=[O:25])[CH:12]=[N:11][C:10]=12)=[O:5])[CH3:2].Cl.[F:28][C:29]1[CH:34]=[CH:33][C:32]2[C:35]3([CH2:41][O:42][C:31]=2[CH:30]=1)[CH2:40][CH2:39][NH:38][CH2:37][CH2:36]3>>[CH2:1]([O:3][C:4]([C:6]1[CH:7]=[N:8][N:9]2[C:14]([NH:15][C:16]3[CH:21]=[C:20]([CH3:22])[CH:19]=[CH:18][C:17]=3[F:23])=[C:13]([C:24]([N:38]3[CH2:39][CH2:40][C:35]4([C:32]5[CH:33]=[CH:34][C:29]([F:28])=[CH:30][C:31]=5[O:42][CH2:41]4)[CH2:36][CH2:37]3)=[O:25])[CH:12]=[N:11][C:10]=12)=[O:5])[CH3:2] |f:1.2|. Procedure details: In the same manner as in Example 21, step 5 and using 3-ethoxycarbonyl-7-(2-fluoro-5-methylphenylamino)pyrazolo[1,5-a]pyrimidine-6-carboxylic acid (0.130 g, 0.363 mmol) obtained in Example 90, step 2 and 6-fluoro-2H-spiro[benzofuran-3,4′-piperidine]hydrochloride (0.082 g, 0.399 mmol), the title compound (0.148 g, 74%) was obtained.